Dataset: the Open Reaction Database (ORD), a public repository of structured organic reaction records. Task: describe an organic reaction: reactants, conditions, products, and yield The reactants are C(C)(C)(C)OC(N=C1N(C2=C(N1CC1=CC(=CC=C1)Br)C=CC=C2)CCCOC2=CC(=CC=C2)C(=O)NS(=O)(=O)C)=O ([1-(3-bromo-benzyl)-3-[3-(3-methanesulfonylaminocarbonyl-phenoxy)-propyl]-1,3-dihydro-benzoimidazol-ylidene]-carbamic acid tert-butyl ester), Cl (HCl). Solvent: CO (MeOH). Product: BrC=1C=C(CN2C(N(C3=C2C=CC=C3)CCCOC=3C=C(C(=O)NS(=O)(=O)C)C=CC3)=N)C=CC1 (N-(3-{3-[3-(3-bromo-benzyl)-2-imino-2,3-dihydro-benzoimidazol-1-yl]-propoxy}-benzoyl)-methanesulfonamide). Yield: 34.6%. RXN SMILES: C(OC(=O)[N:7]=[C:8]1[N:12]([CH2:13][C:14]2[CH:19]=[CH:18][CH:17]=[C:16]([Br:20])[CH:15]=2)[C:11]2[CH:21]=[CH:22][CH:23]=[CH:24][C:10]=2[N:9]1[CH2:25][CH2:26][CH2:27][O:28][C:29]1[CH:34]=[CH:33][CH:32]=[C:31]([C:35]([NH:37][S:38]([CH3:41])(=[O:40])=[O:39])=[O:36])[CH:30]=1)(C)(C)C.Cl>CO>[Br:20][C:16]1[CH:15]=[C:14]([CH:19]=[CH:18][CH:17]=1)[CH2:13][N:12]1[C:11]2[CH:21]=[CH:22][CH:23]=[CH:24][C:10]=2[N:9]([CH2:25][CH2:26][CH2:27][O:28][C:29]2[CH:30]=[C:31]([CH:32]=[CH:33][CH:34]=2)[C:35]([NH:37][S:38]([CH3:41])(=[O:40])=[O:39])=[O:36])[C:8]1=[NH:7]. Reported procedure: To [1-(3-bromo-benzyl)-3-[3-(3-methanesulfonylaminocarbonyl-phenoxy)-propyl]-1,3-dihydro-benzoimidazol-ylidene]-carbamic acid tert-butyl ester (90 mg, 0.14 mmol) at rt was added HCl in MeOH (5 ml). The reaction was stirred until the consumption of the starting material was observed by TLC. After this time, the mixture was concentrated under reduced pressure and purified by chromatography on basic alumina eluting with 10% MeOH/chloroform to provide N-(3-{3-[3-(3-bromo-benzyl)-2-imino-2,3-dihydro-... Starting materials: C(C)(C)NC(C)C (Diisopropylamine), C(C)(C)OB(OC(C)C)OC(C)C (triisopropylborate), ClC=1SC=CN1 (2-Chlorothiazole), OC(C)(C)C(C)(C)O (pinacol), C(CCC)[Li] (n-Butyllithium), C(C)(=O)O (acetic acid). Solvent: C(C)OCC (diethyl ether), C(C)OCC (diethyl ether). Run at time 30 minute. The product is ClC=1SC(=CN1)B1OC(C(O1)(C)C)(C)C (2-chloro-5-(4,4,5,5-tetramethyl-[1,3,2]dioxaborolan-2-yl)-thiazole). Isolated yield 81.8%. Reaction SMILES: C(NC(C)C)(C)C.C(O[B:12]([O:17][CH:18]([CH3:20])[CH3:19])[O:13][CH:14]([CH3:16])[CH3:15])(C)C.C([Li])CCC.[Cl:26][C:27]1[S:28][CH:29]=[CH:30][N:31]=1.OC(C(O)(C)C)(C)C.C(O)(=O)C>C(OCC)C>[Cl:26][C:27]1[S:28][C:29]([B:12]2[O:13][C:14]([CH3:15])([CH3:16])[C:18]([CH3:19])([CH3:20])[O:17]2)=[CH:30][N:31]=1. Procedure: Diisopropylamine (0.66 mL, 4.6 mmol) and triisopropylborate (1.26 mL, 5.44 mmol) were dissolved in 52 mL of anhydrous diethyl ether and then cooled to −90° C. n-Butyllithium (2.6 M in toluene, 1.77 mL, 4.6 mmol) was added slowly to the reaction and the mixture was stirred for 30 min. 2-Chlorothiazole (0.5 g, 4.18 mmol) was added and the reaction was allowed to gradually reach room temperature over 3 h. A solution of pinacol (0.69 g, 5.85 mmol) in 5 mL of diethyl ether was added. After 15 min, ac... Reactants: BrC1=C(C(=C(C(=C1)OC)C1=CC(=CC=C1)OC)N)N (4-bromo-3′,6-dimethoxy-biphenyl-2,3-diamine), CC(C(C)=O)=O (2,3-butanedione), CCO (EtOH), CC(C(C)=O)=O (2,3-butanedione). Yields the product BrC1=C2N=C(C(=NC2=C(C=C1)C1=CC(=CC(=C1)OC)OC)C)C (5-Bromo-8-(3,5-dimethoxy-phenyl)-2,3-dimethyl-quinoxaline). RXN SMILES: [Br:1][C:2]1[CH:7]=[C:6](OC)[C:5]([C:10]2[CH:15]=[CH:14][CH:13]=[C:12]([O:16][CH3:17])[CH:11]=2)=[C:4]([NH2:18])[C:3]=1[NH2:19].[CH3:20][C:21](=O)[C:22](=O)[CH3:23].C[CH2:27][OH:28]>>[Br:1][C:2]1[CH:7]=[CH:6][C:5]([C:10]2[CH:11]=[C:12]([O:16][CH3:17])[CH:13]=[C:14]([O:28][CH3:27])[CH:15]=2)=[C:4]2[C:3]=1[N:19]=[C:22]([CH3:23])[C:21]([CH3:20])=[N:18]2. Reported procedure: A mixture of 4-bromo-3′,6-dimethoxy-biphenyl-2,3-diamine (Step 85.7) (3 g, 9.3 mmol) and 2,3-butanedione (1 mL, 11.1 mmol, 1.2 equiv) in EtOH (60 mL) was stirred at reflux for 2 h, allowed to cool to it and stirred for 16 h. Additional 2,3-butanedione (0.4 ml) was added. The reaction mixture was stirred at reflux for 2 h, allowed to cool and concentrated to half of the initial volume. The resulting yellow precipitate was collected vacuum filtration providing 2.9 g of the title compound: ES-MS: 3... The reactants are ice, [OH-].[K+] (KOH), O (H2O), C[Si](CCOCN(C1=C(C(=NC=2N1N=CC2C=2C=NC(=CC2)C2=CC=CC=C2)C2CCC(CC2)=O)Br)COCC[Si](C)(C)C)(C)C (4-(7-(bis((2-(trimethylsilyl)ethoxy)methyl)amino)-6-bromo-3-(6-phenylpyridin-3-yl)pyrazolo[1,5-a]pyrimidin-5-yl)cyclohexanone), BrC(Br)Br (tribromomethane). Run in CC#N.O (CH3CN H2O). Conditions: time 8 hour. Yields the product NC1=C(C(=NC=2N1N=CC2C=2C=NC(=CC2)C2=CC=CC=C2)C2CCC(CC2)(C(=O)O)O)Br (4-(7-amino-6-bromo-3-(6-phenylpyridin-3-yl)pyrazolo[1,5-a]pyrimidin-5-yl)-1-hydroxycyclohexanecarboxylic acid). Reaction SMILES: C[Si](C)(C)CCOC[N:7](COCC[Si](C)(C)C)[C:8]1[N:13]2[N:14]=[CH:15][C:16]([C:17]3[CH:18]=[N:19][C:20]([C:23]4[CH:28]=[CH:27][CH:26]=[CH:25][CH:24]=4)=[CH:21][CH:22]=3)=[C:12]2[N:11]=[C:10]([CH:29]2[CH2:34][CH2:33][C:32](=[O:35])[CH2:31][CH2:30]2)[C:9]=1[Br:36].Br[CH:48](Br)Br.[OH-:51].[K+].[OH2:53]>CC#N.O>[NH2:7][C:8]1[N:13]2[N:14]=[CH:15][C:16]([C:17]3[CH:18]=[N:19][C:20]([C:23]4[CH:24]=[CH:25][CH:26]=[CH:27][CH:28]=4)=[CH:21][CH:22]=3)=[C:12]2[N:11]=[C:10]([CH:29]2[CH2:30][CH2:31][C:32]([OH:35])([C:48]([OH:53])=[O:51])[CH2:33][CH2:34]2)[C:9]=1[Br:36] |f:2.3,5.6|. Reported procedure: To an ice-cooled mixture of 4-(7-(bis((2-(trimethylsilyl)ethoxy)methyl)amino)-6-bromo-3-(6-phenylpyridin-3-yl)pyrazolo[1,5-a]pyrimidin-5-yl)cyclohexanone (125 mg, 0.173 mmol) and tribromomethane (151 uL, 1.73 mmol) in CH3CN/H2O (1/0.5 mL) was added a solution of KOH in H2O (87.3 mg, 1.56 mmol, 1 g/mL) dropwise during 5 min. The resulting reaction mixture was stirred vigorously at rt overnight. All the volatiles were removed and the residue was treated with TFA/H2O (1/1 mL) overnight. After remov... Starting materials: ClC=1C(=C(SC1CC#C)F)NN (4-chloro-2-fluoro-5-propargylthiophenylhydrazine), CCOC(=O)C1CCCCC1=O (ethyl 2-cyclohexanonecarboxylate), C(C)(=O)O (acetic acid). The solvent is O (Water). Product: ClC=1C(=C(SC1CC#C)F)N1N=C2CCCCC2C1=O (2-(4-chloro-2-fluoro-5-propargylthiophenyl)-3,3a,4,5,6,7-hexahydro-2H-indazol-3-one). The yield is 56.1%. RXN SMILES: [Cl:1][C:2]1[C:3]([NH:11][NH2:12])=[C:4]([F:10])[S:5][C:6]=1[CH2:7][C:8]#[CH:9].CC[O:15][C:16]([CH:18]1[C:23](=O)[CH2:22][CH2:21][CH2:20][CH2:19]1)=O.C(O)(=O)C>O>[Cl:1][C:2]1[C:3]([N:11]2[C:16](=[O:15])[CH:18]3[C:19]([CH2:20][CH2:21][CH2:22][CH2:23]3)=[N:12]2)=[C:4]([F:10])[S:5][C:6]=1[CH2:7][C:8]#[CH:9]. Procedure details: A mixture of 4-chloro-2-fluoro-5-propargylthiophenylhydrazine (1.2 g), ethyl 2-cyclohexanonecarboxylate (0.85 g) and acetic acid (10 ml) was heated under reflux for 2 hours, followed by cooling. Water was added thereto, and the resulting mixture was extracted with ethyl acetate. The extract was washed with water and a saturated sodium hydrogen carbonate solution, dried and concentrated. The residue was crystallized from a mixture of n-hexane and ether to give 0.87 g of 2-(4-chloro-2-fluoro-5-pro... Starting materials: C(=C)C1C2C=CC(C1)C2 (5-vinyl-2-norbornene), C1C=CC2C1C3CC2C=C3 (dicyclopentadiene). The product is C1CCC2CC=CC=C12 (tetrahydroindene). RXN SMILES: [CH:1]([CH:3]1[CH2:8][CH:7]2[CH2:9][CH:4]1[CH:5]=[CH:6]2)=[CH2:2].C1C2C3C=CC(C2C=C1)C3>>[CH2:8]1[C:3]2[CH:4]([CH2:5][CH:6]=[CH:2][CH:1]=2)[CH2:9][CH2:7]1. Procedure details: The fraction (C-1) is fed to the fourth distillation column, and rectified at a column top pressure of 0.08 atmosphere, a column bottom pressure of 0.09 atmosphere, and a reflux ratio of 30. A fraction containing components having a boiling point lower than that of 5-vinyl-2-norbornene is obtained from the column top, and a fraction containing 5-vinyl-2-norbornene, dicyclopentadiene and tetrahydroindene is obtained from the column bottom. Further, the fraction from the column bottom is fed to th... The reactants are C([O-])([O-])=O.[K+].[K+] (potassium carbonate), O (water), COC1=CC=C(C=C1)C#CC=1C=NC=CC1C=NO (3-(4-Methoxyphenylethynyl)-4-pyridine aldoxime). The solvent is C(C)O (ethanol). Reaction conditions: temperature 70 celsius, time 50 minute. Product: COC1=CC=C(C=C1)C=1[N+](=CC2=CC=NC=C2C1)[O-] (3-(4-methoxyphenyl)-2,6-naphthyridine-2-oxide). Isolated yield 79.5%. RXN SMILES: [CH3:1][O:2][C:3]1[CH:8]=[CH:7][C:6]([C:9]#[C:10][C:11]2[CH:12]=[N:13][CH:14]=[CH:15][C:16]=2[CH:17]=[N:18][OH:19])=[CH:5][CH:4]=1.C(=O)([O-])[O-].[K+].[K+].O>C(O)C>[CH3:1][O:2][C:3]1[CH:8]=[CH:7][C:6]([C:9]2[N+:18]([O-:19])=[CH:17][C:16]3[C:11]([CH:10]=2)=[CH:12][N:13]=[CH:14][CH:15]=3)=[CH:5][CH:4]=1 |f:1.2.3|. Procedure: 3-(4-Methoxyphenylethynyl)-4-pyridine aldoxime (4.724 g) was dissolved in ethanol (100 ml), followed by the addition of potassium carbonate (2.768 g)/water (30 ml) solution, and the mixture was stirred at 70° C. for 50 min. After cooling as it was, the resulting insoluble matters were collected by filtration, and then washed with water and ethanol, to give the title compound as a dark green solid (3.757 g, yield; 75%).